describe an organic reaction: reactants, conditions, products, and yield From a dataset of the Open Reaction Database (ORD), a public repository of structured organic reaction records. The reactants are O=C([O-])[O-], CSc1ccnc(Cl)n1, [Cs+], [Cs+], Cc1cc(N)cc(-c2cnc(C3(O)CCC3)s2)c1, CC(=O)[O-], CC(=O)[O-], C1COCCO1, [Pd+2]. Yields the product CSc1ccnc(Nc2cc(C)cc(-c3cnc(C4(O)CCC4)s3)c2)n1. RXN SMILES: [C:28](=[O:29])([O-:30])[O-:31].[Cl:1][c:2]1[n:3][cH:4][cH:5][c:6]([S:8][CH3:9])[n:7]1.[Cs+:32].[Cs+:33].[NH2:10][c:11]1[cH:12][c:13](-[c:18]2[cH:19][n:20][c:21]([C:23]3([OH:27])[CH2:24][CH2:25][CH2:26]3)[s:22]2)[cH:14][c:15]([CH3:17])[cH:16]1.[O-:41][C:42]([CH3:43])=[O:44].[O-:45][C:46]([CH3:47])=[O:48].[O:34]1[CH2:35][CH2:36][O:37][CH2:38][CH2:39]1.[Pd+2:40]>>[c:2]1([NH:10][c:11]2[cH:12][c:13](-[c:18]3[cH:19][n:20][c:21]([C:23]4([OH:27])[CH2:24][CH2:25][CH2:26]4)[s:22]3)[cH:14][c:15]([CH3:17])[cH:16]2)[n:3][cH:4][cH:5][c:6]([S:8][CH3:9])[n:7]1. Starting materials: FC=1C=C(C=CC1N1CC(N(CC1)CCOC)=O)[N+](=O)[O-] (3-Fluoro-4-(4-{2-methoxyethyl}-3-oxopiperazin-1-yl)nitrobenzene). Run in C(C)(=O)OCC (ethyl acetate), CN(C)C=O (DMF). Product: NC=1C=CC(=C(C1)F)N1CC(N(CC1)CCOC)=O (5-amino-2-(4-{2-methoxyethyl}-3-oxopiperazin-1-yl)fluorobenzene). RXN SMILES: [F:1][C:2]1[CH:3]=[C:4]([N+:19]([O-])=O)[CH:5]=[CH:6][C:7]=1[N:8]1[CH2:13][CH2:12][N:11]([CH2:14][CH2:15][O:16][CH3:17])[C:10](=[O:18])[CH2:9]1>C(OCC)(=O)C.CN(C=O)C>[NH2:19][C:4]1[CH:5]=[CH:6][C:7]([N:8]2[CH2:13][CH2:12][N:11]([CH2:14][CH2:15][O:16][CH3:17])[C:10](=[O:18])[CH2:9]2)=[C:2]([F:1])[CH:3]=1. Procedure: 3-Fluoro-4-(4-{2-methoxyethyl}-3-oxopiperazin-1-yl)nitrobenzene (4 g) was dissolved in a mixture of ethyl acetate (200 ml) and DMF (5 ml), and the solution flushed with argon. Palladium (10% on carbon, 200 mg) was added, and the mixture hydrogenated under ambient pressure. After gas uptake had ceased, the mixture was filtered through celite and solvent was evaporated to give 5-amino-2-(4-{2-methoxyethyl}-3-oxopiperazin-1-yl)fluorobenzene which was used without further purification. The reactants are CC(C)(C)OC(=O)N1[C@@H](CCCC1)CC(=O)O (((2S)-1-{[(1,1-dimethylethyl)oxy]carbonyl}-2-piperidinyl)acetic acid), CN(C)C=O (DMF), CN(C)C(=[N+](C)C)ON1C2=C(C=CC=C2)N=N1.[B-](F)(F)(F)F (TBTU), CO (MeOH). Run in [Cl-].[Na+].O (brine). Run at time 20 minute. The product is COC(C[C@H]1N(CCCC1)C(=O)OC(C)(C)C)=O (1,1-dimethylethyl(2S)-2-[2-(methyloxy)-2-oxoethyl]-1-piperidinecarboxylate). Isolated yield 95.0%. RXN SMILES: [CH3:1][C:2]([O:5][C:6]([N:8]1[CH2:13][CH2:12][CH2:11][CH2:10][C@H:9]1[CH2:14][C:15]([OH:17])=[O:16])=[O:7])([CH3:4])[CH3:3].[CH3:18]N(C=O)C.CN(C(ON1N=NC2C=CC=CC1=2)=[N+](C)C)C.[B-](F)(F)(F)F.CO>[Cl-].[Na+].O>[CH3:18][O:16][C:15](=[O:17])[CH2:14][C@@H:9]1[CH2:10][CH2:11][CH2:12][CH2:13][N:8]1[C:6]([O:5][C:2]([CH3:1])([CH3:3])[CH3:4])=[O:7] |f:2.3,5.6.7|. Procedure details: Into a 250 ml round bottom flask ((2S)-1-{[(1,1-dimethylethyl)oxy]carbonyl}-2-piperidinyl)acetic acid (1.00 g, 4.11 mmol), DMF (25 ml), D1PEA (2.15 ml, 12.33 mmol) and TBTU (1.98 g, 6.17 mmol) were added. The mixture was stirred at rt for 20 min and a brown colour was formed. After this time MeOH (0.25 ml, 6.17 mmol) was added and the resulting solution stirred at rt for 30 min. Then it was transferred into e separatory funnel containing brine (20 ml) and extracted with EtOAc (20 ml×2), the comb... Reactants: BrC1=CSC=C1CC1=CC(=CC=C1)Cl (3-bromo-4-(3-chlorobenzyl)thiophene), CCOCC (Et2O), C1CCOC1 (THF). Product: ClC=1C=C(CC=2C(=CSC2)C(=O)O)C=CC1 (4-(3-chlorobenzyl)thiophene-3-carboxylic acid). Reaction SMILES: Br[C:2]1[C:6]([CH2:7][C:8]2[CH:13]=[CH:12][CH:11]=[C:10]([Cl:14])[CH:9]=2)=[CH:5][S:4][CH:3]=1.CC[O:17][CH2:18]C.C1C[O:23]CC1>>[Cl:14][C:10]1[CH:9]=[C:8]([CH:13]=[CH:12][CH:11]=1)[CH2:7][C:6]1[C:2]([C:18]([OH:17])=[O:23])=[CH:3][S:4][CH:5]=1. Reported procedure: 3-Bromo-4-(3-chlorobenzyl)thiophene from Example 3, Step 2 (6.22 g, 21.6 mmol) was reacted under conditions similar to Example 1, Step 6 (Et2O was used as a solvent instead of THF), to afford the desired product as an off-white solid that was used directly without further purification. Starting materials: CC=1C=C(C=CC1C(F)(F)F)C1=NC=2N(C(=C1)C(F)(F)F)N=CC2C(=O)O (5-(3-methyl-4-trifluoromethyl-phenyl)-7-trifluoromethyl-pyrazolo[1,5-a]pyrimidine-3-carboxylic acid), NC=1C=C(C=CC1)S(=O)(=O)NC1CC1 (3-amino-N-cyclopropyl-benzenesulfonamide). Product: C1(CC1)NS(=O)(=O)C=1C=C(C=CC1)NC(=O)C=1C=NN2C1N=C(C=C2C(F)(F)F)C2=CC(=C(C=C2)C(F)(F)F)C (5-(3-Methyl-4-trifluoromethyl-phenyl)-7-trifluoromethyl-pyrazolo[1,5-a]pyrimidine-3-carboxylic acid(3-cyclopropylsulfamoyl-phenyl)-amide). Reaction SMILES: [CH3:1][C:2]1[CH:3]=[C:4]([C:12]2[CH:17]=[C:16]([C:18]([F:21])([F:20])[F:19])[N:15]3[N:22]=[CH:23][C:24]([C:25](O)=[O:26])=[C:14]3[N:13]=2)[CH:5]=[CH:6][C:7]=1[C:8]([F:11])([F:10])[F:9].[NH2:28][C:29]1[CH:30]=[C:31]([S:35]([NH:38][CH:39]2[CH2:41][CH2:40]2)(=[O:37])=[O:36])[CH:32]=[CH:33][CH:34]=1>>[CH:39]1([NH:38][S:35]([C:31]2[CH:30]=[C:29]([NH:28][C:25]([C:24]3[CH:23]=[N:22][N:15]4[C:16]([C:18]([F:21])([F:20])[F:19])=[CH:17][C:12]([C:4]5[CH:5]=[CH:6][C:7]([C:8]([F:11])([F:9])[F:10])=[C:2]([CH3:1])[CH:3]=5)=[N:13][C:14]=34)=[O:26])[CH:34]=[CH:33][CH:32]=2)(=[O:37])=[O:36])[CH2:41][CH2:40]1. Procedure: The title compound was prepared from 5-(3-methyl-4-trifluoromethyl-phenyl)-7-trifluoromethyl-pyrazolo[1,5-a]pyrimidine-3-carboxylic acid (example C.8) and 3-amino-N-cyclopropyl-benzenesulfonamide [CAS 459434-39-0] according to general procedure II. Yellow solid. MS (ISP) 582.0 [(M−H)−]; mp 201° C. The reactants are CN1C(=CC2=CC=CC=C12)C=O (1-methylindole-2-carboxaldehyde), C1(CC1)N (cyclopropylamine), C(C)(=O)O (acetic acid), [BH3-]C#N.[Na+] (NaBH3CN). Solvent: CO (MeOH). Reaction conditions: time 8 hour. Product: C1(CC1)NC=1N(C2=CC=CC=C2C1)C (2-(Cyclopropylamino)-1-methyl-1H-indole). Isolated yield 69.8%. As a reaction SMILES: [CH3:1][N:2]1[C:10]2[C:5](=[CH:6][CH:7]=[CH:8][CH:9]=2)[CH:4]=[C:3]1C=O.[CH:13]1([NH2:16])[CH2:15][CH2:14]1.C(O)(=O)C.[BH3-]C#N.[Na+]>CO>[CH:13]1([NH:16][C:3]2[N:2]([CH3:1])[C:10]3[C:5]([CH:4]=2)=[CH:6][CH:7]=[CH:8][CH:9]=3)[CH2:15][CH2:14]1 |f:3.4|. Procedure details: To a solution of 1-methylindole-2-carboxaldehyde (1.5 g, 10 mmole), cyclopropylamine (1.14 g, 20 mmole), and glacial acetic acid (0.6 mL, 10 mmole) in MeOH (30 mL) was added NaBH3CN (0.69 g, 11 mmole). The reaction was stirred at RT overnight, then was concentrated in vacuo. The residue was diluted with 10% NaOH and extracted with CH2Cl2. The combined organic extracts were washed with brine, dried over MgSO4, and concentrated. Flash chromatography on silica gel (3% MeOWCH2Cl2) gave the title com... Reactants: BrC1=CC(=C(C=C1)CO)CC ((4-bromo-2-ethyl-phenyl)-methanol), [H-].[Na+] (NaH), CI (MeI). Run in CN(C)C=O (DMF). Run at time 16 hour. The product is BrC1=CC(=C(C=C1)COC)CC (4-Bromo-2-ethyl-1-methoxymethyl-benzene). Isolated yield 68.5%. As a reaction SMILES: [Br:1][C:2]1[CH:7]=[CH:6][C:5]([CH2:8][OH:9])=[C:4]([CH2:10][CH3:11])[CH:3]=1.[H-].[Na+].[CH3:14]I>CN(C=O)C>[Br:1][C:2]1[CH:7]=[CH:6][C:5]([CH2:8][O:9][CH3:14])=[C:4]([CH2:10][CH3:11])[CH:3]=1 |f:1.2|. Procedure details: To a solution of (4-bromo-2-ethyl-phenyl)-methanol (0.700 g, 3.25 mmol) in DMF (30 mL) was added NaH (0.156 g, 60% dispersion in mineral oil, 3.90 mmol) followed by MeI (0.22 mL, 3.58 mmol). The mixture was stirred for 16 hours and then partitioned between H2O and EtOAc. The aqueous layer was extracted with EtOAc, and the organic layer was washed with brine, dried over Na2SO4, and concentrated to a yellow oil. Purification by flash column chromatography (0% to 4% EtOAc in hexanes) gave the produ... Reactants: NC=1C=C2C=CN=C(C2=CC1)O (6-aminoisoquinolin-1-ol), CO[Si](C)(C)C (methoxytrimethylsilane), FC([C@@H](C1=CSC=C1)NC(OC(C)(C)C)=O)=O ((R)-tert-butyl 2-fluoro-2 oxo-1-(thiophen-3-yl)ethylcarbamate), CCOC(=O)C (EtOAc). Run in CN(C)C=O (DMF). Reaction conditions: time 6 hour. The product is OC1=NC=CC2=CC(=CC=C12)NC([C@@H](C1=CSC=C1)NC(OC(C)(C)C)=O)=O ((R)-tert-butyl 2-(1-hydroxyisoquinolin-6-ylamino)-2-oxo-1-(thiophen-3-yl)ethylcarbamate). Reaction SMILES: [NH2:1][C:2]1[CH:3]=[C:4]2[C:9](=[CH:10][CH:11]=1)[C:8]([OH:12])=[N:7][CH:6]=[CH:5]2.CO[Si](C)(C)C.F[C:20](=[O:35])[C@H:21]([NH:27][C:28](=[O:34])[O:29][C:30]([CH3:33])([CH3:32])[CH3:31])[C:22]1[CH:26]=[CH:25][S:24][CH:23]=1.CCOC(C)=O>CN(C=O)C>[OH:12][C:8]1[C:9]2[C:4](=[CH:3][C:2]([NH:1][C:20](=[O:35])[C@H:21]([NH:27][C:28](=[O:34])[O:29][C:30]([CH3:31])([CH3:33])[CH3:32])[C:22]3[CH:26]=[CH:25][S:24][CH:23]=3)=[CH:11][CH:10]=2)[CH:5]=[CH:6][N:7]=1. Reported procedure: To 6-aminoisoquinolin-1-ol in DMF was added methoxytrimethylsilane and (R)-tert-butyl 2-fluoro-2 oxo-1-(thiophen-3-yl)ethylcarbamate and the solution was stirred at room temperature for 6 h. The mixture was poured into EtOAc, washed with NH4Cl(sat)/HCl (1N) followed by NaHCO3 (0.05%), dried (Na2SO4), filtered and evaporated. Column chromatography (SiO2, 5% MeOH, CH2Cl2) gave pure (R)-tert-butyl 2-(1-hydroxyisoquinolin-6-ylamino)-2-oxo-1-(thiophen-3-yl)ethylcarbamate) (91.8% ee by Chiracel OD-RH)... Reactants: CC(=O)O, COc1ccc(-c2ccc(C(=O)O)cc2)cc1. Product: O=C(O)c1ccc(-c2ccc(O)cc2)cc1. RXN SMILES: [CH3:18][C:19](=[O:20])[OH:21].[CH3:1][O:2][c:3]1[cH:4][cH:5][c:6](-[c:9]2[cH:10][cH:11][c:12]([C:15](=[O:16])[OH:17])[cH:13][cH:14]2)[cH:7][cH:8]1>>[OH:2][c:3]1[cH:4][cH:5][c:6](-[c:9]2[cH:10][cH:11][c:12]([C:15](=[O:16])[OH:17])[cH:13][cH:14]2)[cH:7][cH:8]1.